From a dataset of the Open Reaction Database (ORD), a public repository of structured organic reaction records. describe an organic reaction: reactants, conditions, products, and yield The reactants are CCCCO, Cc1c(O)cccc1[N+](=O)[O-], CN(C)CCCl, Cl, [K+], [K+], O=C([O-])[O-], O. The product is Cc1c(OCCN(C)C)cccc1[N+](=O)[O-]. RXN SMILES: [CH2:26]([OH:27])[CH2:28][CH2:29][CH3:30].[CH3:1][c:2]1[c:3]([OH:11])[cH:4][cH:5][cH:6][c:7]1[N+:8](=[O:9])[O-:10].[Cl:13][CH2:14][CH2:15][N:16]([CH3:17])[CH3:18].[ClH:12].[K+:19].[K+:20].[O-:21][C:22]([O-:23])=[O:24].[OH2:25]>>[CH3:1][c:2]1[c:3]([O:11][CH2:14][CH2:15][N:16]([CH3:17])[CH3:18])[cH:4][cH:5][cH:6][c:7]1[N+:8](=[O:9])[O-:10]. The reactants are C(C)(C)(C)OC(C(C)N1C(C2=CC=CC(=C2C1=O)C(F)(F)F)C#N)=O (2-(1-cyano-3-oxo-4-trifluoromethyl-1,3-dihydro-isoindol-2-yl)-propionic acid tert-butyl ester), Cl (hydrochloric acid), [H][H] (hydrogen). The reagents and catalysts are [Pd] (palladium on carbon). Solvent: CO (methanol). Reaction conditions: time 4 hour. The product is Cl.NCC1N(C(C2=C(C=CC=C12)C(F)(F)F)=O)C(C(=O)O)C (2-(1-aminomethyl-3-oxo-4-trifluoromethyl-1,3-dihydro-isoindol-2-yl)-propionic acid hydrochloride). Reaction SMILES: C([O:5][C:6](=[O:25])[CH:7]([N:9]1[C:17](=[O:18])[C:16]2[C:11](=[CH:12][CH:13]=[CH:14][C:15]=2[C:19]([F:22])([F:21])[F:20])[CH:10]1[C:23]#[N:24])[CH3:8])(C)(C)C.[H][H].[ClH:28]>[Pd].CO>[ClH:28].[NH2:24][CH2:23][CH:10]1[C:11]2[C:16](=[C:15]([C:19]([F:21])([F:20])[F:22])[CH:14]=[CH:13][CH:12]=2)[C:17](=[O:18])[N:9]1[CH:7]([CH3:8])[C:6]([OH:25])=[O:5] |f:5.6|. Reported procedure: A stirring degassed solution of 2-(1-cyano-3-oxo-4-trifluoromethyl-1,3-dihydro-isoindol-2-yl)-propionic acid tert-butyl ester (390 mg, 1.1 mmol) and 10% palladium on carbon (20 mg) in methanol (10 mL) and conc. hydrochloric acid (1 mL) was added 80 psi of hydrogen. The reaction was stirred for 4 h and then filtered. The filtrated was conc. in vacuo to a white solid. The solid was dissolved in water and lypholized to give 352 mg of the desired product as a white solid. MS (ESI) 303 (M−Cl). Reactants: [Cl-], O=C(O)Cc1ccc(CCl)cc1, O=S(Cl)Cl. Yields the product O=C(Cl)Cc1ccc(CCl)cc1. RXN SMILES: [Cl-:17].[Cl:1][CH2:2][c:3]1[cH:4][cH:5][c:6]([CH2:9][C:10](=[O:11])[OH:12])[cH:7][cH:8]1.[S:13]([Cl:14])([Cl:15])=[O:16]>>[Cl:1][CH2:2][c:3]1[cH:4][cH:5][c:6]([CH2:9][C:10](=[O:12])[Cl:15])[cH:7][cH:8]1.